This data is from the Open Reaction Database (ORD), a public repository of structured organic reaction records. The task is: describe an organic reaction: reactants, conditions, products, and yield Reactants: CI, CO, Fc1ccc2oc(-c3ccncc3)cc2c1. Reaction SMILES: [CH3:17][I:18].[CH3:19][OH:20].[F:1][c:2]1[cH:3][cH:4][c:5]2[c:6]([cH:7][c:8](-[c:10]3[cH:11][cH:12][n:13][cH:14][cH:15]3)[o:9]2)[cH:16]1>>[F:1][c:2]1[cH:3][cH:4][c:5]2[c:6]([cH:7][c:8](-[c:10]3[cH:11][cH:12][n+:13]([CH3:17])[cH:14][cH:15]3)[o:9]2)[cH:16]1.[I-:18]. Product: C[n+]1ccc(-c2cc3cc(F)ccc3o2)cc1, [I-]. Reactants: O=C1CCC(=O)N1Br, ClCCl, Cc1ccc(CO)cc1-n1c(C)cc(OCc2ccc(F)cc2F)cc1=O. Yields the product Cc1ccc(CO)cc1-n1c(C)cc(OCc2ccc(F)cc2F)c(Br)c1=O. RXN SMILES: [Br:28][N:29]1[C:30](=[O:31])[CH2:32][CH2:33][C:34]1=[O:35].[Cl:36][CH2:37][Cl:38].[F:1][c:2]1[c:3]([CH2:4][O:5][c:6]2[cH:7][c:8](=[O:22])[n:9](-[c:13]3[c:14]([CH3:21])[cH:15][cH:16][c:17]([CH2:19][OH:20])[cH:18]3)[c:10]([CH3:12])[cH:11]2)[cH:23][cH:24][c:25]([F:27])[cH:26]1>>[F:1][c:2]1[c:3]([CH2:4][O:5][c:6]2[c:7]([Br:28])[c:8](=[O:22])[n:9](-[c:13]3[c:14]([CH3:21])[cH:15][cH:16][c:17]([CH2:19][OH:20])[cH:18]3)[c:10]([CH3:12])[cH:11]2)[cH:23][cH:24][c:25]([F:27])[cH:26]1. Reactants: C1CCNCC1, CN(C)P(=O)(N(C)C)N(C)C, CC1CCc2c(Br)c(F)cc3c(=O)c(C(=O)O)cn1c23. Product: CC1CCc2c(N3CCCCC3)c(F)cc3c(=O)c(C(=O)O)cn1c23. Reaction SMILES: [CH2:21]1[CH2:22][CH2:23][NH:24][CH2:25][CH2:26]1.[CH3:27][N:28]([CH3:29])[P:30](=[O:31])([N:32]([CH3:33])[CH3:34])[N:35]([CH3:36])[CH3:37].[F:1][c:2]1[c:3]([Br:20])[c:4]2[c:13]3[n:8]([cH:9][c:10]([C:16](=[O:17])[OH:18])[c:11](=[O:15])[c:12]3[cH:14]1)[CH:7]([CH3:19])[CH2:6][CH2:5]2>>[F:1][c:2]1[c:3]([N:24]2[CH2:23][CH2:22][CH2:21][CH2:26][CH2:25]2)[c:4]2[c:13]3[n:8]([cH:9][c:10]([C:16](=[O:17])[OH:18])[c:11](=[O:15])[c:12]3[cH:14]1)[CH:7]([CH3:19])[CH2:6][CH2:5]2. Product: O1CCOC2=C1C=CC(=C2)CNCC2=CCCN(C2)NC(=O)OC(C)(C)C (tert-Butyl 5-{[(2,3-dihydro-benzo[1,4]dioxin-6-ylmethyl)-amino]-methyl}-3,6-dihydro-2H-pyridine-1-carbamate). The solvent is C1CCOC1 (THF), ClCCCl (DCE). Conditions: time 5 hour. Reported procedure: A solution of tert-butyl 5-aminomethyl-3,6-dihydro-2H-pyridine-1-carbamate (0.7 g, 3.3 mmol) and 1,4-benzodioxane-6-carbaldehyde (0.54 g, 3.3 mmol) in THF (2 ml) and DCE (4 ml) was stirred at room temperature for 1 hour. Sodium triacetoxyborohydride (0.770 g, 3.81 mmol) was then added thereto. The reaction mixture was stirred at room temperature for 5 hours and filtered through Hydromatrix (wetted with saturated NaHCO3 solution) and the filtrate was concentrated. The residue was purified by chro... As a reaction SMILES: [NH2:1][CH2:2][C:3]1[CH2:8][N:7]([NH:9][C:10]([O:12][C:13]([CH3:16])([CH3:15])[CH3:14])=[O:11])[CH2:6][CH2:5][CH:4]=1.[O:17]1[C:22]2[CH:23]=[CH:24][C:25]([CH:27]=O)=[CH:26][C:21]=2[O:20][CH2:19][CH2:18]1.C(O[BH-](OC(=O)C)OC(=O)C)(=O)C.[Na+]>C1COCC1.ClCCCl>[O:17]1[C:22]2[CH:23]=[CH:24][C:25]([CH2:27][NH:1][CH2:2][C:3]3[CH2:8][N:7]([NH:9][C:10]([O:12][C:13]([CH3:16])([CH3:15])[CH3:14])=[O:11])[CH2:6][CH2:5][CH:4]=3)=[CH:26][C:21]=2[O:20][CH2:19][CH2:18]1 |f:2.3|. Starting materials: NCC1=CCCN(C1)NC(=O)OC(C)(C)C (tert-butyl 5-aminomethyl-3,6-dihydro-2H-pyridine-1-carbamate), O1CCOC2=C1C=CC(=C2)C=O (1,4-benzodioxane-6-carbaldehyde), C(C)(=O)O[BH-](OC(C)=O)OC(C)=O.[Na+] (Sodium triacetoxyborohydride).